This data is from the Open Reaction Database (ORD), a public repository of structured organic reaction records. The task is: describe an organic reaction: reactants, conditions, products, and yield The reactants are COC(=O)C1(CN(CC1=C)C(=O)OCC1=CC=CC=C1)CCC=C (1-benzyloxycarbonyl-3-(3-buten-1-yl)-4-methylenepyrrolidine-3-carboxylic acid methyl ester). Reagents/catalysts: Cl[Ru]([P](C1CCCCC1)(C2CCCCC2)C3CCCCC3)(=CC4=CC=CC=C4)(Cl)=C5N(C6=C(C)C=C(C)C=C6C)CCN5C7=C(C)C=C(C)C=C7C (Second Generation Grubbs' catalyst). The solvent is ClCCl (dichloromethane), ClCCl (dichloromethane). Conditions: time 19 hour. Yields the product COC(=O)C12CN(CC2=CCC1)C(=O)OCC1=CC=CC=C1 ({3-Benzyloxycarbonyl-3-azabicyclo[3.3.0]oct-5-en-1-yl}carboxylic acid methyl ester). The yield is 71.2%. Reaction SMILES: [CH3:1][O:2][C:3]([C:5]1([CH2:21][CH2:22][CH:23]=C)[C:9](=C)[CH2:8][N:7]([C:11]([O:13][CH2:14][C:15]2[CH:20]=[CH:19][CH:18]=[CH:17][CH:16]=2)=[O:12])[CH2:6]1)=[O:4]>Cl[Ru](=C1N(C2C(C)=CC(C)=CC=2C)CCN1C1C(C)=CC(C)=CC=1C)(Cl)(=CC1C=CC=CC=1)[P](C1CCCCC1)(C1CCCCC1)C1CCCCC1.ClCCl>[CH3:1][O:2][C:3]([C:5]12[CH2:21][CH2:22][CH:23]=[C:9]1[CH2:8][N:7]([C:11]([O:13][CH2:14][C:15]1[CH:16]=[CH:17][CH:18]=[CH:19][CH:20]=1)=[O:12])[CH2:6]2)=[O:4] |^1:57|. Reported procedure: The Second Generation Grubbs' catalyst (29.6 mg, 0.871 mmol) was added to a solution of 1-benzyloxycarbonyl-3-(3-buten-1-yl)-4-methylenepyrrolidine-3-carboxylic acid methyl ester (286 mg, 0.871 mmol) in dichloromethane (8.71 mL) in a nitrogen atmosphere. The mixture was stirred at room temperature for 19 hours, and the dichloromethane (17.4 mL) was added. After stirring at 45° C. for six hours, the reaction solution was concentrated under reduced pressure. The resulting residue was purified by s... The reactants are C1(=CCCCC1)C=1C=C(N)C=CC1 (3-(cyclohexen-1-yl)aniline), C1(=CCCCC1)C=1C=C(N)C=CC1 (3-(cyclohexen-1-yl)aniline), NC1=CC=C2CCCC(C2=C1)=O (7-amino-1-tetralone), OC1=C(C=C(C=C1)CC(=O)NC1=CC=C2CCCC(C2=C1)=O)OC (4-hydroxy-3-methoxy-N-[1-oxo-1,2,3,4-tetrahydronaphthalen-7-yl]phenylacetamide), C(C1=CC=CC=C1)=O (benzaldehyde). Run in Cl.C(C)O (hydrogen chloride ethanol). Conditions: temperature 25 celsius, time 18 hour. Product: OC1=C(C=C(C=C1)CC(=O)NC1=CC=C2CCC(C(C2=C1)=O)=CC1=CC=CC=C1)OC (4-hydroxy-3-methoxy-N-[1-oxo-2-phenylmethylidene-1,2,3,4-tetrahydronaphthalen-7-yl]phenylacetamide). As a reaction SMILES: [C:1]1([C:7]2C=C(C=CC=2)N)[CH2:6][CH2:5][CH2:4][CH2:3][CH:2]=1.NC1C=C2C(CCCC2=O)=CC=1.[OH:26][C:27]1[CH:32]=[CH:31][C:30]([CH2:33][C:34]([NH:36][C:37]2[CH:46]=[C:45]3[C:40]([CH2:41][CH2:42][CH2:43][C:44]3=[O:47])=[CH:39][CH:38]=2)=[O:35])=[CH:29][C:28]=1[O:48][CH3:49].C(=O)C1C=CC=CC=1>Cl.C(O)C>[OH:26][C:27]1[CH:32]=[CH:31][C:30]([CH2:33][C:34]([NH:36][C:37]2[CH:46]=[C:45]3[C:40]([CH2:41][CH2:42][C:43](=[CH:7][C:1]4[CH:6]=[CH:5][CH:4]=[CH:3][CH:2]=4)[C:44]3=[O:47])=[CH:39][CH:38]=2)=[O:35])=[CH:29][C:28]=1[O:48][CH3:49] |f:4.5|. Procedure: Instead of 3-(cyclohexen-1-yl)aniline (Intermediate 2) in Example 9, 7-amino-1-tetralone is treated in a similar manner to Example 9. The resulting 4-hydroxy-3-methoxy-N-[1-oxo-1,2,3,4-tetrahydronaphthalen-7-yl]phenylacetamide (1 g) is dissolved in 30% hydrogen chloride-ethanol (5 ml), and thereto is added benzaldehyde (433 mg). The mixture is stirred at 25° C. for 18 hours. The precipitated crystals are collected by filtration, and washed with diethyl ether to give the desired compound (700 mg)... Starting materials: O=C(O)c1cc([N+](=O)[O-])ccc1Br, CCO, Cl[Sn]Cl. Product: CC(=O)Nc1ccc(Br)c(C(=O)O)c1. As a reaction SMILES: [Br:4][c:5]1[c:6]([C:7](=[O:8])[OH:9])[cH:10][c:11]([N+:14]([O-:15])=[O:16])[cH:12][cH:13]1.[CH3:17][CH2:18][OH:19].[Sn:1]([Cl:2])[Cl:3]>>[Br:4][c:5]1[c:6]([C:7](=[O:8])[OH:9])[cH:10][c:11]([NH:14][C:18]([CH3:17])=[O:19])[cH:12][cH:13]1. Reactants: C(C)(C)(C)OC(NCC1=CC=C(C=C1)C(NC1=CC=C(C=C1)NC1=NC(=CC=2N1N=CC2)C=2C=C(C=CC2)C2=CC=C(C=C2)OC)=O)=O ((4-{4-[5-(4′-methoxy-biphenyl-3-yl)-pyrazolo[1,5-c]pyrimidin-7-ylamino]-phenylcarbamoyl}-benzyl)-carbamic acid tertbutyl ester), FC(C(=O)O)(F)F (trifluoroacetic acid). The solvent is ClCCl (dichloromethane). Conditions: time 3 hour. Yields the product FC(C(=O)O)(F)F.NCC1=CC=C(C(=O)NC2=CC=C(C=C2)NC2=NC(=CC=3N2N=CC3)C=3C=C(C=CC3)C3=CC=C(C=C3)OC)C=C1 (4-Aminomethyl-N-{4-[5-(4′-methoxy-biphenyl-3-yl)-pyrazolo[1,5-c]pyrimidin-7-ylamino]-phenyl}-benzamide; compound with 2,2,2-triflouro-acetic acid). Reaction SMILES: C(OC(=O)[NH:7][CH2:8][C:9]1[CH:14]=[CH:13][C:12]([C:15](=[O:47])[NH:16][C:17]2[CH:22]=[CH:21][C:20]([NH:23][C:24]3[N:29]4[N:30]=[CH:31][CH:32]=[C:28]4[CH:27]=[C:26]([C:33]4[CH:34]=[C:35]([C:39]5[CH:44]=[CH:43][C:42]([O:45][CH3:46])=[CH:41][CH:40]=5)[CH:36]=[CH:37][CH:38]=4)[N:25]=3)=[CH:19][CH:18]=2)=[CH:11][CH:10]=1)(C)(C)C.[F:49][C:50]([F:55])([F:54])[C:51]([OH:53])=[O:52]>ClCCl>[F:49][C:50]([F:55])([F:54])[C:51]([OH:53])=[O:52].[NH2:7][CH2:8][C:9]1[CH:10]=[CH:11][C:12]([C:15]([NH:16][C:17]2[CH:18]=[CH:19][C:20]([NH:23][C:24]3[N:29]4[N:30]=[CH:31][CH:32]=[C:28]4[CH:27]=[C:26]([C:33]4[CH:34]=[C:35]([C:39]5[CH:44]=[CH:43][C:42]([O:45][CH3:46])=[CH:41][CH:40]=5)[CH:36]=[CH:37][CH:38]=4)[N:25]=3)=[CH:21][CH:22]=2)=[O:47])=[CH:13][CH:14]=1 |f:3.4|. Procedure: A mixture of (4-{4-[5-(4′-methoxy-biphenyl-3-yl)-pyrazolo[1,5-c]pyrimidin-7-ylamino]-phenylcarbamoyl}-benzyl)-carbamic acid tertbutyl ester (0.124 g) and trifluoroacetic acid (TFA)(1.5 ml) in dichloromethane (7 ml) is stirred 3 h at ambient temperature. The reaction mixture is evaporated, coevaporated with toluene and dried at high vacuum. Crystals (0.136 g) are obtained in quantitative yield and a melting temperature at 235-240° C. Reactants: ClC=1C=C(C=CC1Cl)C(CC1=CC=CC=C1)=O (1-(3,4-dichlorophenyl)-2-phenyl-ethan-1-one), Cl.NO (hydroxylamine hydrochloride), C(C)(=O)[O-].[Na+] (sodium acetate). Run in O.C(C)O (ethanol water), O (water). Product: ClC=1C=C(C=CC1Cl)C(CC1=CC=CC=C1)=NO (1-(3,4-dichlorophenyl)-2-phenyl-ethan-1-one oxime). Isolated yield 66.2%. As a reaction SMILES: [Cl:1][C:2]1[CH:3]=[C:4]([C:9](=O)[CH2:10][C:11]2[CH:16]=[CH:15][CH:14]=[CH:13][CH:12]=2)[CH:5]=[CH:6][C:7]=1[Cl:8].Cl.[NH2:19][OH:20].C([O-])(=O)C.[Na+]>O.C(O)C.O>[Cl:1][C:2]1[CH:3]=[C:4]([C:9](=[N:19][OH:20])[CH2:10][C:11]2[CH:16]=[CH:15][CH:14]=[CH:13][CH:12]=2)[CH:5]=[CH:6][C:7]=1[Cl:8] |f:1.2,3.4,5.6|. Reported procedure: A mixture of 1-(3,4-dichlorophenyl)-2-phenyl-ethan-1-one (Step 1) (12.5 g, 53.88 mmol), hydroxylamine hydrochloride (9.4 g, 135.4 mmol) and sodium acetate (268.5 mmol) in ethanol water (1:1, 250 mL) was heated at reflux for 4 hours, then was diluted with water (200 mL). The precipitate formed was filtered, dried and was recrystallized from hexane to afford 10 g (75%) of the desired product: mp 81°-82° C. 1H NMR (CDCl3) 7.50-7.06 (m, 9H), 4.18 (s, 2H). Found: Anal. Calc'd for C14H11NOCl2 : Starting materials: CCn1cc(-c2c(F)cnc3[nH]ccc23)c(-c2ccc([N+](=O)[O-])cc2)n1, CCO, Cl, [Sn]. The product is CCn1cc(-c2c(F)cnc3[nH]ccc23)c(-c2ccc(N)cc2)n1. RXN SMILES: [CH2:1]([CH3:2])[n:3]1[n:4][c:5](-[c:18]2[cH:19][cH:20][c:21]([N+:24]([O-:25])=[O:26])[cH:22][cH:23]2)[c:6](-[c:8]2[c:9]3[c:10]([n:11][cH:12][c:13]2[F:14])[nH:15][cH:16][cH:17]3)[cH:7]1.[CH3:29][CH2:30][OH:31].[ClH:28].[Sn:27]>>[CH2:1]([CH3:2])[n:3]1[n:4][c:5](-[c:18]2[cH:19][cH:20][c:21]([NH2:24])[cH:22][cH:23]2)[c:6](-[c:8]2[c:9]3[c:10]([n:11][cH:12][c:13]2[F:14])[nH:15][cH:16][cH:17]3)[cH:7]1. Reactants: [OH-].[Na+] (NaOH), ClC(=O)OCC (ethyl chloroformate), NC1=C(C=CC=C1)C1=CC=CC=C1 (2-aminobiphenyl), N1=CC=CC=C1 (pyridine). Run in ClCCl (dichloromethane), ClCCl (dichloromethane). Yields the product C(C)OC(=O)NC1=C(C=CC=C1)C1=CC=CC=C1 (2-Ethoxycarbonylaminobiphenyl). Reaction SMILES: Cl[C:2]([O:4][CH2:5][CH3:6])=[O:3].[NH2:7][C:8]1[CH:13]=[CH:12][CH:11]=[CH:10][C:9]=1[C:14]1[CH:19]=[CH:18][CH:17]=[CH:16][CH:15]=1.N1C=CC=CC=1.[OH-].[Na+]>ClCCl>[CH2:5]([O:4][C:2]([NH:7][C:8]1[CH:13]=[CH:12][CH:11]=[CH:10][C:9]=1[C:14]1[CH:15]=[CH:16][CH:17]=[CH:18][CH:19]=1)=[O:3])[CH3:6] |f:3.4|. Reported procedure: A solution of 21.7 g (0.2 mol) of ethyl chloroformate in 20 ml of dichloromethane is slowly added dropwise to a mixture of 25 g of 2-aminobiphenyl (0.148 mol) and 79 g of pyridine (1 mol) in 150 ml of dichloromethane while stirring. After stirring for 12 hours, 100 ml of 10% strength NaOH are added. The aqueous phase is separated off and shaken with dichloromethane. After the dichloromethane extract has been dried over sodium sulfate, the solvent is removed under reduced pressure and the red oil... The reactants are [Sn](Cl)Cl (tin (II)chloride), N1(CCOCC1)C1CCC(CC1)NC(C1=CC(=C(C=C1)[N+](=O)[O-])OCC#C)=O (N-(4-morpholin-4-yl-cyclohexyl)-4-nitro-3-prop-2-ynyloxy-benzamide), N (ammonia). Run in CO (methanol), C(C)(=O)OCC (ethyl acetate). Run at temperature 50 celsius, time 16 hour. Product: NC1=C(C=C(C(=O)NC2CCC(CC2)N2CCOCC2)C=C1)OCC#C (4-amino-N-(4-morpholin-4-yl-cyclohexyl)-3-prop-2-ynyloxy-benzamide). Reaction SMILES: [N:1]1([CH:7]2[CH2:12][CH2:11][CH:10]([NH:13][C:14](=[O:28])[C:15]3[CH:20]=[CH:19][C:18]([N+:21]([O-])=O)=[C:17]([O:24][CH2:25][C:26]#[CH:27])[CH:16]=3)[CH2:9][CH2:8]2)[CH2:6][CH2:5][O:4][CH2:3][CH2:2]1.[Sn](Cl)Cl.N>C(OCC)(=O)C.CO>[NH2:21][C:18]1[CH:19]=[CH:20][C:15]([C:14]([NH:13][CH:10]2[CH2:11][CH2:12][CH:7]([N:1]3[CH2:2][CH2:3][O:4][CH2:5][CH2:6]3)[CH2:8][CH2:9]2)=[O:28])=[CH:16][C:17]=1[O:24][CH2:25][C:26]#[CH:27]. Reported procedure: 38.7 g (0.1 mol) N-(4-morpholin-4-yl-cyclohexyl)-4-nitro-3-prop-2-ynyloxy-benzamide are dissolved in 400 ml of ethyl acetate and 25 ml of methanol. To this solution are added 75 g tin (II)chloride.3H2O. The mixture is stirred for 16 h at 50° C. Then it is cooled to ambient temperature and 80 ml of conc. aqueous ammonia are added.